This data is from the Open Reaction Database (ORD), a public repository of structured organic reaction records. The task is: describe an organic reaction: reactants, conditions, products, and yield Reactants: BrCBr, O=C([O-])[O-], CS(C)=O, N#CC(C#N)CCC(F)(F)F, [K+], [K+], O. Yields the product N#CC(C#N)(CBr)CCC(F)(F)F. As a reaction SMILES: [Br:12][CH2:13][Br:14].[C:15](=[O:16])([O-:17])[O-:18].[CH3:21][S:22](=[O:23])[CH3:24].[F:1][C:2]([CH2:3][CH2:4][CH:5]([C:6]#[N:7])[C:8]#[N:9])([F:10])[F:11].[K+:19].[K+:20].[OH2:25]>>[F:1][C:2]([CH2:3][CH2:4][C:5]([C:6]#[N:7])([C:8]#[N:9])[CH2:13][Br:12])([F:10])[F:11]. The reactants are CCOC(=O)c1cc2c(=O)c3cc(C(C)=O)ccc3oc2nc1N, CCO, Cl, [Na+], [OH-], O. The product is CC(=O)c1ccc2oc3nc(N)c(C(=O)O)cc3c(=O)c2c1. RXN SMILES: [C:1]([CH3:2])(=[O:3])[c:4]1[cH:5][cH:6][c:7]2[c:8]([c:9](=[O:23])[c:10]3[c:11]([n:12][c:13]([NH2:21])[c:14]([C:16](=[O:17])[O:18][CH2:19][CH3:20])[cH:15]3)[o:22]2)[cH:24]1.[CH3:28][CH2:29][OH:30].[ClH:27].[Na+:26].[OH-:25].[OH2:31]>>[C:1]([CH3:2])(=[O:3])[c:4]1[cH:5][cH:6][c:7]2[c:8]([c:9](=[O:23])[c:10]3[c:11]([n:12][c:13]([NH2:21])[c:14]([C:16](=[O:17])[OH:18])[cH:15]3)[o:22]2)[cH:24]1. Run in C(C)O (ethanol). As a reaction SMILES: [C:1]([O:5][CH2:6][CH3:7])(=[O:4])[CH:2]=[CH2:3].[CH:8]1([NH2:11])[CH2:10][CH2:9]1>C(O)C>[CH2:6]([O:5][C:1](=[O:4])[CH2:2][CH2:3][N:11]([CH:8]1[CH2:10][CH2:9]1)[CH2:3][CH2:2][C:1]([O:5][CH2:6][CH3:7])=[O:4])[CH3:7]. Procedure: A mixture of ethyl acrylate (300 mmol) and cyclopropyl amine (149 mmol) in absolute ethanol (45 mL) was stirred for 24 h at room temperature. The crude mixture was purified by fractionated distillation in vacuo (20 mbar). One fraction was collected (boiling point: 135° C. at 20 mbar), yielding to 20.58 g of the desired product as a colorless oil. MS (m/e): 274.3 (MH+, 100%). Run at time 24 hour. Starting materials: C(C=C)(=O)OCC (ethyl acrylate), C1(CC1)N (cyclopropyl amine). The yield is 53.7%. Product: C(C)OC(CCN(CCC(=O)OCC)C1CC1)=O (3-[Cyclopropyl-(2-ethoxycarbonyl-ethyl)-amino]-propionic acid ethyl ester). Starting materials: Cc1cc(-c2ccnc(Cl)c2)n(-c2cccc(F)c2)n1, NCc1ccccc1. Yields the product Cc1cc(-c2ccnc(NCc3ccccc3)c2)n(-c2cccc(F)c2)n1. As a reaction SMILES: [Cl:1][c:2]1[n:3][cH:4][cH:5][c:6](-[c:8]2[cH:9][c:10]([CH3:20])[n:11][n:12]2-[c:13]2[cH:14][c:15]([F:19])[cH:16][cH:17][cH:18]2)[cH:7]1.[NH2:21][CH2:22][c:23]1[cH:24][cH:25][cH:26][cH:27][cH:28]1>>[c:2]1([NH:21][CH2:22][c:23]2[cH:24][cH:25][cH:26][cH:27][cH:28]2)[n:3][cH:4][cH:5][c:6](-[c:8]2[cH:9][c:10]([CH3:20])[n:11][n:12]2-[c:13]2[cH:14][c:15]([F:19])[cH:16][cH:17][cH:18]2)[cH:7]1. Reactants: BrC=1C=C(C(=NC1)OC)OC (5-bromo-2,3-dimethoxypyridine), [Cu]C#N (copper (I) cyanide). Run in CN(C=O)C (dimethylformamide). Run at temperature 180 celsius. Product: COC=1C(=NC=C(C#N)C1)OC (5,6-dimethoxynicotinonitrile). Reaction SMILES: Br[C:2]1[CH:3]=[C:4]([O:10][CH3:11])[C:5]([O:8][CH3:9])=[N:6][CH:7]=1.[Cu][C:13]#[N:14]>CN(C)C=O>[CH3:11][O:10][C:4]1[C:5]([O:8][CH3:9])=[N:6][CH:7]=[C:2]([CH:3]=1)[C:13]#[N:14]. Procedure details: To a solution of 5-bromo-2,3-dimethoxypyridine (7-2, 0.300 g, 1.38 mmol, 1.0 equiv) in dimethylformamide (3.9 mL) was added copper (I) cyanide (0.15 g, 1.65 mmol, 1.2 equiv) and the reaction mixture was heated for 40 minutes at 180° C. in a microwave reactor. The reaction mixture was cooled and partitioned between EtOAc (50 mL) and water (50 mL). The organic phase was washed with water (2×30 mL) and brine (1×30 mL), dried over magnesium sulfate and concentrated. The residue was purified via norm... The reactants are Cc1ccc(C)c(S(=O)(=O)Cl)c1, Nc1cc(Br)cnc1Cl, c1ccncc1. Yields the product Cc1ccc(C)c(S(=O)(=O)Nc2cc(Br)cnc2Cl)c1. Reaction SMILES: [CH3:10][c:11]1[c:12]([S:18](=[O:19])(=[O:20])[Cl:21])[cH:13][c:14]([CH3:17])[cH:15][cH:16]1.[NH2:1][c:2]1[c:3]([Cl:9])[n:4][cH:5][c:6]([Br:8])[cH:7]1.[cH:22]1[cH:23][cH:24][n:25][cH:26][cH:27]1>>[NH:1]([c:2]1[c:3]([Cl:9])[n:4][cH:5][c:6]([Br:8])[cH:7]1)[S:18]([c:12]1[c:11]([CH3:10])[cH:16][cH:15][c:14]([CH3:17])[cH:13]1)(=[O:19])=[O:20]. The reactants are C[O-].[Na+] (Sodium methoxide), ClC(=O)N=C=O (Chlorocarbonyl isocyanate), C[O-].[Na+] (sodium methoxide), ONCC1=CC=C(OCC=2C=C(C=CC2)C2=C(C=C(C=C2C)OCC2(CCSCC2)O)C)C=C1 (4-({[3′-({4-[(hydroxyamino)methyl]phenoxy}methyl)-2,6-dimethylbiphenyl-4-yl]oxy}methyl)tetrahydro-2H-thiopyran-4-ol), Cl (Hydrochloric acid), Cl (hydrochloric acid). Run in CO (methanol), C1CCOC1 (THF), O (water). Conditions: temperature 60 celsius, time 1 hour. The product is OC1(CCSCC1)COC1=CC(=C(C(=C1)C)C1=CC(=CC=C1)COC1=CC=C(CN2OC([N-]C2=O)=O)C=C1)C.[Na+] (sodium 2-[4-({4′-[(4-hydroxytetrahydro-2H-thiopyran-4-yl)methoxy]-2′,6′-dimethylbiphenyl-3-yl}methoxy)benzyl]-3,5-dioxo-1,2,4-oxadiazolidin-4-ide). As a reaction SMILES: Cl[C:2]([N:4]=[C:5]=[O:6])=[O:3].[OH:7][NH:8][CH2:9][C:10]1[CH:40]=[CH:39][C:13]([O:14][CH2:15][C:16]2[CH:17]=[C:18]([C:22]3[C:27]([CH3:28])=[CH:26][C:25]([O:29][CH2:30][C:31]4([OH:37])[CH2:36][CH2:35][S:34][CH2:33][CH2:32]4)=[CH:24][C:23]=3[CH3:38])[CH:19]=[CH:20][CH:21]=2)=[CH:12][CH:11]=1.Cl.C[O-].[Na+:44]>O.CO.C1COCC1>[OH:37][C:31]1([CH2:30][O:29][C:25]2[CH:26]=[C:27]([CH3:28])[C:22]([C:18]3[CH:19]=[CH:20][CH:21]=[C:16]([CH2:15][O:14][C:13]4[CH:12]=[CH:11][C:10]([CH2:9][N:8]5[C:5](=[O:6])[N-:4][C:2](=[O:3])[O:7]5)=[CH:40][CH:39]=4)[CH:17]=3)=[C:23]([CH3:38])[CH:24]=2)[CH2:32][CH2:33][S:34][CH2:35][CH2:36]1.[Na+:44] |f:3.4,8.9|. Reported procedure: Chlorocarbonyl isocyanate (0.14 ml) was dropwise added, under cooling on an ice-methanol bath, to a THF (15 ml) solution of 4-({[3′-({4-[(hydroxyamino)methyl]phenoxy}methyl)-2,6-dimethylbiphenyl-4-yl]oxy}methyl)tetrahydro-2H-thiopyran-4-ol (792 mg), followed by temperature rising to room temperature and subsequent 1 hour of stirring. A 1 M hydrochloric acid (40 ml) was added to the reaction mixture, followed by extraction with chloroform. The organic layer was dried over anhydrous magnesium sulf... Starting materials: C1(=CC=CC=C1)C1C2CCC(CC2)C12NC(CC2)=S (3-phenyl-spiro[bicyclo[2.2.2]-octane-2,2'-pyrrolidine]-5'-thione), CI (methyl iodide). Run in CC(=O)C (acetone). Product: I.CSC=1CCC2(N1)C1CCC(C2C2=CC=CC=C2)CC1 (5'-Methylthio-3-phenyl-spiro[bicyclo[2.2.2]-octane-2,2'-5-pyrroline] hydriodide). Reaction SMILES: [C:1]1([CH:7]2[C:14]3([CH2:18][CH2:17][C:16](=[S:19])[NH:15]3)[CH:11]3[CH2:12][CH2:13][CH:8]2[CH2:9][CH2:10]3)[CH:6]=[CH:5][CH:4]=[CH:3][CH:2]=1.[CH3:20][I:21]>CC(C)=O>[IH:21].[CH3:20][S:19][C:16]1[CH2:17][CH2:18][C:14]2([CH:7]([C:1]3[CH:2]=[CH:3][CH:4]=[CH:5][CH:6]=3)[CH:8]3[CH2:13][CH2:12][CH:11]2[CH2:10][CH2:9]3)[N:15]=1 |f:3.4|. Procedure: 24 mmoles of 3-phenyl-spiro[bicyclo[2.2.2]-octane-2,2'-pyrrolidine]-5'-thione and 3 ml of methyl iodide are heated in 50 ml of acetone for 10 minutes. After cooling, the mixture is filtered. Crystals of melting point 192°-193° C. are obtained. The reactants are CC#CCO, [Cl-], FC(F)(F)c1ccccc1Cc1cc(Cl)ncn1, [H-], [NH4+], [Na+], C1CCOC1. The product is CC#CCOc1cc(Cc2ccccc2C(F)(F)F)ncn1. RXN SMILES: [CH2:3]([C:4]#[C:5][CH3:6])[OH:7].[Cl-:26].[Cl:8][c:9]1[n:10][cH:11][n:12][c:13]([CH2:15][c:16]2[c:17]([C:22]([F:23])([F:24])[F:25])[cH:18][cH:19][cH:20][cH:21]2)[cH:14]1.[H-:1].[NH4+:27].[Na+:2].[O:28]1[CH2:29][CH2:30][CH2:31][CH2:32]1>>[CH2:3]([C:4]#[C:5][CH3:6])[O:7][c:9]1[n:10][cH:11][n:12][c:13]([CH2:15][c:16]2[c:17]([C:22]([F:23])([F:24])[F:25])[cH:18][cH:19][cH:20][cH:21]2)[cH:14]1. Reactants: NC1=NC(=C(N=C1C#N)C(=O)C1=CC=CC=C1)C (2-amino-3-cyano-6-methyl-5-phenylcarbonylpyrazine), Cl.ClC(=N)N (chloroformamidine hydrochloride). Solvent: COCCOCCOC (diglyme). Yields the product NC1=NC2=NC(=C(N=C2C(=N1)N)C(=O)C1=CC=CC=C1)C (2,4-diamino-7-methyl-6-phenylcarbonylpteridine). RXN SMILES: [NH2:1][C:2]1[C:7]([C:8]#[N:9])=[N:6][C:5]([C:10]([C:12]2[CH:17]=[CH:16][CH:15]=[CH:14][CH:13]=2)=[O:11])=[C:4]([CH3:18])[N:3]=1.Cl.Cl[C:21]([NH2:23])=[NH:22]>COCCOCCOC>[NH2:23][C:21]1[N:22]=[C:8]([NH2:9])[C:7]2[C:2](=[N:3][C:4]([CH3:18])=[C:5]([C:10]([C:12]3[CH:17]=[CH:16][CH:15]=[CH:14][CH:13]=3)=[O:11])[N:6]=2)[N:1]=1 |f:1.2|. Procedure: This compound is prepared in a manner analogous to that of Step C of Example 7, using 2.1 grams (0.009 mole) of 2-amino-3-cyano-6-methyl-5-phenylcarbonylpyrazine and 0.9 gram (0.009 mole) chloroformamidine hydrochloride in 20 mL of diglyme, yielding 2,4-diamino-7-methyl-6-phenylcarbonylpteridine.